From a dataset of the Open Reaction Database (ORD), a public repository of structured organic reaction records. describe an organic reaction: reactants, conditions, products, and yield Reactants: Cl.Cl.N1CCC(CC1)\C=C/1\C(=NC(S1)=O)NCC#C ((5Z)-5-(piperidin-4-ylmethylidene)-4-(prop-2-yn-1-ylamino)-1,3-thiazol-2(5H)-one dihydrochloride), C(=O)C1=CC=C(C#N)C=C1 (4-formylbenzonitrile), C(O)([O-])=O.[Na+] (sodium hydrogen carbonate), C(C)(=O)O[BH-](OC(C)=O)OC(C)=O.[Na+] (sodium triacetoxyborohydride). Solvent: CN(C)C=O (DMF), C(C)N(CC)CC (triethylamine). Conditions: time 1 hour. Yields the product O=C1S\C(\C(=N1)NCC#C)=C/C1CCN(CC1)CC1=CC=C(C#N)C=C1 (4-[(4-{(Z)-[2-oxo-4-(prop-2-yn-1-ylamino)-1,3-thiazol-5(2H)-ylidene]methyl}piperidin-1-yl)methyl]benzonitrile). The yield is 44.2%. As a reaction SMILES: Cl.Cl.[NH:3]1[CH2:8][CH2:7][CH:6](/[CH:9]=[C:10]2/[C:11]([NH:16][CH2:17][C:18]#[CH:19])=[N:12][C:13](=[O:15])[S:14]/2)[CH2:5][CH2:4]1.[CH:20]([C:22]1[CH:29]=[CH:28][C:25]([C:26]#[N:27])=[CH:24][CH:23]=1)=O.C(O[BH-](OC(=O)C)OC(=O)C)(=O)C.[Na+].C(=O)([O-])O.[Na+]>CN(C=O)C.C(N(CC)CC)C>[O:15]=[C:13]1[N:12]=[C:11]([NH:16][CH2:17][C:18]#[CH:19])/[C:10](=[CH:9]/[CH:6]2[CH2:7][CH2:8][N:3]([CH2:20][C:22]3[CH:29]=[CH:28][C:25]([C:26]#[N:27])=[CH:24][CH:23]=3)[CH2:4][CH2:5]2)/[S:14]1 |f:0.1.2,4.5,6.7|. Procedure details: To a solution of (5Z)-5-(piperidin-4-ylmethylidene)-4-(prop-2-yn-1-ylamino)-1,3-thiazol-2(5H)-one dihydrochloride (200 mg) in DMF (3 mL) were added triethylamine (0.35 mL) and 4-formylbenzonitrile (82 mg). The reaction mixture was stirred at room temperature for 1 hr, and sodium triacetoxyborohydride (554 mg) was added. The reaction mixture was stirred at room temperature for 3 hr, saturated aqueous sodium hydrogen carbonate solution was added, and the mixture was extracted with ethyl acetate. T...